Dataset: the Open Reaction Database (ORD), a public repository of structured organic reaction records. Task: describe an organic reaction: reactants, conditions, products, and yield Starting materials: C(CC(=O)C)(=O)NC1=CC=CC=C1 (acetoacetanilide), resultant mixture, ClCl (chlorine), ClCl (chlorine). Run in C1(=CC=CC=C1)C (toluene), O (water). Reaction conditions: temperature 6 celsius. Yields the product ClC(C(=O)NC1=CC=CC=C1)C(=O)C (α-chloroacetoacetanilide). Isolated yield 63.9%. As a reaction SMILES: [C:1]([NH:7][C:8]1[CH:13]=[CH:12][CH:11]=[CH:10][CH:9]=1)(=[O:6])[CH2:2][C:3]([CH3:5])=[O:4].[Cl:14]Cl>C1(C)C=CC=CC=1.O>[Cl:14][CH:2]([C:3]([CH3:5])=[O:4])[C:1]([NH:7][C:8]1[CH:13]=[CH:12][CH:11]=[CH:10][CH:9]=1)=[O:6]. Procedure: A suspension of 177 g (1.0 mole) of acetoacetanilide in 1440 ml of toluene and 167 ml of water, in a chlorinator (2000 ml 3-neck flask), was cooled to approximately 6° C. and chlorine gas was added at about the rate of 1.5 g/minute, while maintaining the temperature at 6° C. until 82.6 g (1.16 moles) of chlorine had been added (about 56 minutes). The resultant mixture was stirred for an additional 36 minutes and then heated to 70° C. for 15 minutes. The mixture was then cooled and the product wa... The reactants are BrP(Br)(c1ccccc1)(c1ccccc1)c1ccccc1, CC#N, CCCCCN(CCCCC)C(=O)N1CCN(C(=O)N(c2ccccc2)c2ccccc2)C(CCO)C1. The product is CCCCCN(CCCCC)C(=O)N1CCN(C(=O)N(c2ccccc2)c2ccccc2)C(CCBr)C1. As a reaction SMILES: [Br:38][P:39]([Br:40])([c:41]1[cH:42][cH:43][cH:44][cH:45][cH:46]1)([c:47]1[cH:48][cH:49][cH:50][cH:51][cH:52]1)[c:53]1[cH:54][cH:55][cH:56][cH:57][cH:58]1.[CH3:59][C:60]#[N:61].[c:1]1([N:7]([C:8](=[O:9])[N:10]2[CH:11]([CH2:29][CH2:30][OH:31])[CH2:12][N:13]([C:16]([N:17]([CH2:18][CH2:19][CH2:20][CH2:21][CH3:22])[CH2:23][CH2:24][CH2:25][CH2:26][CH3:27])=[O:28])[CH2:14][CH2:15]2)[c:32]2[cH:33][cH:34][cH:35][cH:36][cH:37]2)[cH:2][cH:3][cH:4][cH:5][cH:6]1>>[c:1]1([N:7]([C:8](=[O:9])[N:10]2[CH:11]([CH2:29][CH2:30][Br:38])[CH2:12][N:13]([C:16]([N:17]([CH2:18][CH2:19][CH2:20][CH2:21][CH3:22])[CH2:23][CH2:24][CH2:25][CH2:26][CH3:27])=[O:28])[CH2:14][CH2:15]2)[c:32]2[cH:33][cH:34][cH:35][cH:36][cH:37]2)[cH:2][cH:3][cH:4][cH:5][cH:6]1. Reactants: N(=[N+]=[N-])C=1C=CC(=C(C1)C(=O)C1=C(C=C(C=C1)NC1=CC=C(C=C1)C(F)(F)F)Cl)C ((5-Azido-2-methyl-phenyl)-[2-chloro-4-(4-trifluoromethyl-phenylamino)-phenyl]-methanone), NC=1C=CC(=C(C1)C(=O)C1=C(C=C(C=C1)NC1=C(C=CC=C1)OC)Cl)C ((5-Amino-2-methyl-phenyl)-[2-chloro-4-(2-methoxy-phenylamino)-phenyl]-methanone). Yields the product N(=[N+]=[N-])C=1C=CC(=C(C1)C(=O)C1=C(C=C(C=C1)NC1=C(C=CC=C1)OC)Cl)C ((5-Azido-2-methyl-phenyl)-[2-chloro-4-(2-methoxy-phenylamino)-phenyl]-methanone). As a reaction SMILES: [N:1]([C:4]1[CH:5]=[CH:6][C:7]([CH3:30])=[C:8]([C:10]([C:12]2[CH:17]=[CH:16][C:15]([NH:18][C:19]3[CH:24]=[CH:23][C:22](C(F)(F)F)=[CH:21][CH:20]=3)=[CH:14][C:13]=2[Cl:29])=[O:11])[CH:9]=1)=[N+:2]=[N-:3].NC1C=CC(C)=C([C:38](C2C=CC(NC3C=CC=CC=3OC)=CC=2Cl)=[O:39])C=1>>[N:1]([C:4]1[CH:5]=[CH:6][C:7]([CH3:30])=[C:8]([C:10]([C:12]2[CH:17]=[CH:16][C:15]([NH:18][C:19]3[CH:24]=[CH:23][CH:22]=[CH:21][C:20]=3[O:39][CH3:38])=[CH:14][C:13]=2[Cl:29])=[O:11])[CH:9]=1)=[N+:2]=[N-:3]. Procedure details: The reaction was carried out similarly as described in the preparation of compound 416, using compound 441 (0.27 mmol). The crude product was used without any further purification.